Dataset: the Open Reaction Database (ORD), a public repository of structured organic reaction records. Task: describe an organic reaction: reactants, conditions, products, and yield Starting materials: N[C@@H](CC(O)=O)C(=O)N[C@@H](CC(=O)O)C(=O)O (α-aspartylaspartic acid), C(CCCCCCCCCCC)(=O)Cl (lauroyl chloride), C(CCCCCCCCCCC)(=O)Cl (lauroyl chloride), CC(=O)C (acetone), C(CCCCCCCCCCC)(=O)Cl (lauroyl chloride), Cl (hydrochloric acid). Run in O (water), [OH-].[Na+] (sodium hydroxide), [OH-].[Na+] (sodium hydroxide). Reaction conditions: temperature 10 celsius, time 30 minute. The product is C(CCCCCCCCCCC)(=O)N[C@@H](CC(O)=O)C(=O)N[C@@H](CC(=O)O)C(=O)O (N-(N'-lauroyl-α-aspartyl)aspartic acid). Isolated yield 90.9%. Reaction SMILES: [NH2:1][C@H:2]([C:7]([NH:9][C@H:10]([C:15]([OH:17])=[O:16])[CH2:11][C:12]([OH:14])=[O:13])=[O:8])[CH2:3][C:4](=[O:6])[OH:5].CC(C)=O.[C:22](Cl)(=[O:34])[CH2:23][CH2:24][CH2:25][CH2:26][CH2:27][CH2:28][CH2:29][CH2:30][CH2:31][CH2:32][CH3:33].Cl>O.[OH-].[Na+]>[C:22]([NH:1][C@H:2]([C:7]([NH:9][C@H:10]([C:15]([OH:17])=[O:16])[CH2:11][C:12]([OH:14])=[O:13])=[O:8])[CH2:3][C:4](=[O:5])[OH:6])(=[O:34])[CH2:23][CH2:24][CH2:25][CH2:26][CH2:27][CH2:28][CH2:29][CH2:30][CH2:31][CH2:32][CH3:33] |f:5.6|. Procedure: A suspension of 20 g (0.081 mols) of α-aspartylaspartic acid in 80 ml of water was dissolved in a 27-% sodium hydroxide aqueous solution until the pH reached 11, and 40 ml of acetone were added thereto. To the solution were added dropwise 17.7 g (0.081 mols) of lauroyl chloride over a period of 1 hour. When adding lauroyl chloride, the temperature was maintained at 10° C., and 27-% sodium hydroxide was added dropwise simultaneously to keep the pH at 11. After the addition of lauroyl chloride, th... Starting materials: C(=O)[O-].[NH4+] (Ammonium formate), C(C1=CC=CC=C1)OCN1C(COC2=C1C=C(C=C2)N2C[C@@H](CC2=O)NC(OC(C)(C)C)=O)=O (tert-butyl [(3R)-1-{4-[(benzyloxy)methyl]-3-oxo-3,4-dihydro-2H-1,4-benzoxazin-6-yl}-5-oxopyrrolidin-3-yl]carbamate), C(=O)[O-].[NH4+] (ammonium formate), CO (methanol). Reagents/catalysts: [Pd] (Palladium on carbon). Solvent: O1CCCC1 (tetrahydrofuran). Run at temperature 100 celsius. Yields the product O=C1C[C@H](CN1C=1C=CC2=C(NC(CO2)=O)C1)NC(OC(C)(C)C)=O (tert-Butyl [(3R)-5-oxo-1-(3-oxo-3,4-dihydro-2H-1,4-benzoxazin-6-yl}pyrrolidin-3-yl]carbamate). The yield is 92.6%. Reaction SMILES: C(OC[N:10]1[C:15]2[CH:16]=[C:17]([N:20]3[C:24](=[O:25])[CH2:23][C@@H:22]([NH:26][C:27](=[O:33])[O:28][C:29]([CH3:32])([CH3:31])[CH3:30])[CH2:21]3)[CH:18]=[CH:19][C:14]=2[O:13][CH2:12][C:11]1=[O:34])C1C=CC=CC=1.C([O-])=O.[NH4+].CO>[Pd].O1CCCC1>[O:25]=[C:24]1[N:20]([C:17]2[CH:18]=[CH:19][C:14]3[O:13][CH2:12][C:11](=[O:34])[NH:10][C:15]=3[CH:16]=2)[CH2:21][C@H:22]([NH:26][C:27](=[O:33])[O:28][C:29]([CH3:31])([CH3:30])[CH3:32])[CH2:23]1 |f:1.2|. Procedure details: To a mixture of tert-butyl [(3R)-1-{4-[(benzyloxy)methyl]-3-oxo-3,4-dihydro-2H-1,4-benzoxazin-6-yl}-5-oxopyrrolidin-3-yl]carbamate (15.0 g, 32.1 mmol), ammonium formate (6.93 g, 110 mmol), methanol (250 ml) and tetrahydrofuran (93 ml) was added 10% Palladium on carbon (50% wet, 15.0 g) and the mixture was heated under reflux for 1 hour on an oil bath at 100° C. Ammonium formate (7.00 g, 111 mmol) was added and the mixture was further heated under reflux for 1 hour. Subsequently the catalyst was ... Starting materials: FC=1C=C(C=CC1F)C(CC1=CC=CC=C1)=O (1-(3,4-difluorophenyl)-2-phenylethanone), C(C)OC=1C=C(C=O)C=C(C1O)[N+](=O)[O-] (3-ethoxy-4-hydroxy-5-nitrobenzaldehyde), NC(=O)N (urea), Cl (HCl). Run in C(C)O (ethanol). Product: FC=1C=C(C=CC1F)C1=C(C(NC(N1)=O)C1=CC(=C(C(=C1)[N+](=O)[O-])O)OCC)C1=CC=CC=C1 (6-(3,4-difluorophenyl)-4-(3-ethoxy-4-hydroxy-5-nitrophenyl)-5-phenyl-3,4-dihydropyrimidin-2(1H)-one). Isolated yield 14.4%. As a reaction SMILES: [F:1][C:2]1[CH:3]=[C:4]([C:9](=O)[CH2:10][C:11]2[CH:16]=[CH:15][CH:14]=[CH:13][CH:12]=2)[CH:5]=[CH:6][C:7]=1[F:8].[CH2:18]([O:20][C:21]1[CH:22]=[C:23]([CH:26]=[C:27]([N+:30]([O-:32])=[O:31])[C:28]=1[OH:29])[CH:24]=O)[CH3:19].[NH2:33][C:34]([NH2:36])=[O:35].Cl>C(O)C>[F:1][C:2]1[CH:3]=[C:4]([C:9]2[NH:36][C:34](=[O:35])[NH:33][CH:24]([C:23]3[CH:26]=[C:27]([N+:30]([O-:32])=[O:31])[C:28]([OH:29])=[C:21]([O:20][CH2:18][CH3:19])[CH:22]=3)[C:10]=2[C:11]2[CH:16]=[CH:15][CH:14]=[CH:13][CH:12]=2)[CH:5]=[CH:6][C:7]=1[F:8]. Reported procedure: To a solution of 1-(3,4-difluorophenyl)-2-phenylethanone (120 mg, 0.52 mmol), 3-ethoxy-4-hydroxy-5-nitrobenzaldehyde (101.8 mg, 0.52 mmol), and urea (95.1 mg, 1.56 mmol) in 5 mL of ethanol was added 0.2 mL of concentrated HCl solution, and the mixture was refluxed for 2 days. After the solvent was removed under reduced pressure, the residue was purified by reverse-phase preparatory HPLC (26-53% acetonitrile+0.1% trifluoroacetic acid in water+0.1% trifluoroacetic acid, over 15 min.) to give Compo... The reactants are C#CCBr, [H-], [Na+], C1CCOC1, O, COC(=O)NCc1cccc(-c2ccccc2)c1. Product: C#CCN(Cc1cccc(-c2ccccc2)c1)C(=O)OC. RXN SMILES: [CH2:21]([C:22]#[CH:23])[Br:24].[H-:19].[Na+:20].[O:26]1[CH2:27][CH2:28][CH2:29][CH2:30]1.[OH2:25].[c:1]1(-[c:7]2[cH:8][c:9]([CH2:10][NH:11][C:12]([O:13][CH3:14])=[O:15])[cH:16][cH:17][cH:18]2)[cH:2][cH:3][cH:4][cH:5][cH:6]1>>[c:1]1(-[c:7]2[cH:8][c:9]([CH2:10][N:11]([C:12]([O:13][CH3:14])=[O:15])[CH2:23][C:22]#[CH:21])[cH:16][cH:17][cH:18]2)[cH:2][cH:3][cH:4][cH:5][cH:6]1. The reactants are COC1=CC=C(CBr)C=C1 (4-methoxybenzylbromide), BrC=1C=C(C=CC1F)O (3-bromo-4-fluorophenol), [H-].[Na+] (sodium hydride), oil. Run in O1CCCC1 (tetrahydrofuran), O1CCCC1 (tetrahydrofuran). Product: BrC1=C(C=CC(=C1)OCC1=CC=C(C=C1)OC)F (2-bromo-1fluoro-4-(4-methoxy-benzyloxy)-benzene). Isolated yield 74.0%. As a reaction SMILES: [Br:1][C:2]1[CH:3]=[C:4]([OH:9])[CH:5]=[CH:6][C:7]=1[F:8].[H-].[Na+].[CH3:12][O:13][C:14]1[CH:21]=[CH:20][C:17]([CH2:18]Br)=[CH:16][CH:15]=1>O1CCCC1>[Br:1][C:2]1[CH:3]=[C:4]([O:9][CH2:18][C:17]2[CH:20]=[CH:21][C:14]([O:13][CH3:12])=[CH:15][CH:16]=2)[CH:5]=[CH:6][C:7]=1[F:8] |f:1.2|. Procedure details: To a solution of 3-bromo-4-fluorophenol (0.59 g) in tetrahydrofuran (7 ml) under nitrogen was added sodium hydride, 60% dispersion in mineral oil (0.13 g). The solution was stirred at room temperature. After 30 minutes a solution of 4-methoxybenzylbromide (0.62 g) was added in tetrahydrofuran (5 ml). The reaction mixture was stirred at 50° C. overnight. The reaction mixture was partitioned between dichloromethane and brine, then dried (MgSO4), the solvents were removed in vacuo to give a crude r... Starting materials: CC1C(=O)N(CCC(=O)OC(C)(C)C)CCN1C(=O)Nc1ccc(Cl)c(Cl)c1, ClCCl, Cl. The product is CC1C(=O)N(CCC(=O)O)CCN1C(=O)Nc1ccc(Cl)c(Cl)c1. Reaction SMILES: [C:1]([CH3:2])([CH3:3])([CH3:4])[O:5][C:6]([CH2:7][CH2:8][N:9]1[C:10](=[O:27])[CH:11]([CH3:26])[N:12]([C:15]([NH:16][c:17]2[cH:18][c:19]([Cl:24])[c:20]([Cl:23])[cH:21][cH:22]2)=[O:25])[CH2:13][CH2:14]1)=[O:28].[Cl:30][CH2:31][Cl:32].[ClH:29]>>[O:5]=[C:6]([CH2:7][CH2:8][N:9]1[C:10](=[O:27])[CH:11]([CH3:26])[N:12]([C:15]([NH:16][c:17]2[cH:18][c:19]([Cl:24])[c:20]([Cl:23])[cH:21][cH:22]2)=[O:25])[CH2:13][CH2:14]1)[OH:28]. Reactants: ClC(=O)OC1=CC=CC=C1 (Phenyl chloroformate), [N+](=O)([O-])C1=CC=C(C=C1)N (4-nitrobenzenamine), O (water). Run in CC(=O)N(C)C (DMA). Conditions: time 8 hour. The product is [N+](=O)([O-])C1=CC=C(C=C1)NC(OC1=CC=CC=C1)=O (phenyl (4-nitrophenyl)carbamate). Reaction SMILES: Cl[C:2]([O:4][C:5]1[CH:10]=[CH:9][CH:8]=[CH:7][CH:6]=1)=[O:3].[N+:11]([C:14]1[CH:19]=[CH:18][C:17]([NH2:20])=[CH:16][CH:15]=1)([O-:13])=[O:12].O>CC(N(C)C)=O>[N+:11]([C:14]1[CH:19]=[CH:18][C:17]([NH:20][C:2](=[O:3])[O:4][C:5]2[CH:10]=[CH:9][CH:8]=[CH:7][CH:6]=2)=[CH:16][CH:15]=1)([O-:13])=[O:12]. Reported procedure: Phenyl chloroformate (1.08 mol) was added dropwise at a temperature <20° C. to a stirring solution of 4-nitrobenzenamine (1.02 mol) in DMA (500 ml) on ice and the mixture was stirred overnight. The mixture was poured into water (1000 ml), stirred till a homogenously suspension and filtered off, yielding phenyl (4-nitrophenyl)carbamate (intermediate 1).